This data is from the Open Reaction Database (ORD), a public repository of structured organic reaction records. The task is: describe an organic reaction: reactants, conditions, products, and yield Starting materials: Br, CC(=O)Nc1ccc([N+](=O)[O-])cc1C(C)(C)C, CCOC(C)=O, [Na+], O=C([O-])O. The product is CC(C)(C)c1cc([N+](=O)[O-])ccc1N. As a reaction SMILES: [BrH:23].[C:1]([CH3:2])([CH3:3])([CH3:4])[c:5]1[c:6]([NH:14][C:15](=[O:16])[CH3:17])[cH:7][cH:8][c:9]([N+:11](=[O:12])[O-:13])[cH:10]1.[CH3:24][CH2:25][O:26][C:27]([CH3:28])=[O:29].[Na+:22].[O-:18][C:19]([OH:20])=[O:21]>>[C:1]([CH3:2])([CH3:3])([CH3:4])[c:5]1[c:6]([NH2:14])[cH:7][cH:8][c:9]([N+:11](=[O:12])[O-:13])[cH:10]1.